From a dataset of the Open Reaction Database (ORD), a public repository of structured organic reaction records. describe an organic reaction: reactants, conditions, products, and yield Product: BrC=1C=CC2=C(N(C(O2)=O)CC2(CN3C(O2)=NC(=C3)[N+](=O)[O-])C)C1 (5-bromo-3-(2-methyl-6-nitro-2,3-dihydroimidazo[2,1-b]oxazol-2-ylmethyl)-3H-benzoxazol-2-one). Conditions: temperature 75 celsius, time 17 hour. Run in C(C)O (ethanol). Reactants: [H-].[Na+] (sodium hydride), ClC=1NC=C(N1)[N+](=O)[O-] (2-chloro-4-nitro-1H-imidazole), BrC=1C=CC2=C(N(C(O2)=O)CC2(OC2)C)C1 (5-bromo-3-(2-methyloxiran-2-ylmethyl)-3H-benzoxazol-2-one), C(C)(=O)[O-].[Na+] (sodium acetate). RXN SMILES: Cl[C:2]1[NH:3][CH:4]=[C:5]([N+:7]([O-:9])=[O:8])[N:6]=1.[Br:10][C:11]1[CH:12]=[CH:13][C:14]2[O:18][C:17](=[O:19])[N:16]([CH2:20][C:21]3([CH3:24])[CH2:23][O:22]3)[C:15]=2[CH:25]=1.C([O-])(=O)C.[Na+].[H-].[Na+]>C(O)C>[Br:10][C:11]1[CH:12]=[CH:13][C:14]2[O:18][C:17](=[O:19])[N:16]([CH2:20][C:21]3([CH3:23])[O:22][C:2]4=[N:6][C:5]([N+:7]([O-:9])=[O:8])=[CH:4][N:3]4[CH2:24]3)[C:15]=2[CH:25]=1 |f:2.3,4.5|. Yield: 21.1%. Reported procedure: A mixture of 2-chloro-4-nitro-1H-imidazole (3.22 g, 21.8 mmol), 5-bromo-3-(2-methyloxiran-2-ylmethyl)-3H-benzoxazol-2-one (6.2 g, 21.8 mmol); sodium acetate (1.97 g, 24 mmol) and ethanol (50 ml) was stirred under reflux for 8 hours. The reaction mixture was allowed to return to room temperature and concentrated under reduced pressure. To the residue, water was added, and the resulting solution was extracted with methylene chloride. The organic phase was dried over magnesium sulfate and then filt...